This data is from the Open Reaction Database (ORD), a public repository of structured organic reaction records. The task is: describe an organic reaction: reactants, conditions, products, and yield Starting materials: Cn1c(=O)c(C(=O)O)cc2ccccc21, Cn1c(=O)c(C(=O)Cl)cc2ccccc21, CCN(C(C)C)C(C)C, O=C(Cl)C(=O)Cl, ClCCl, Cl, CC(C)(C)OC(=O)CN. The product is Cn1c(=O)c(C(=O)NCC(=O)OC(C)(C)C)cc2ccccc21. As a reaction SMILES: [CH3:16][n:17]1[c:18]2[c:19]([cH:20][cH:21][cH:22][cH:23]2)[cH:24][c:25]([C:26]([OH:27])=[O:28])[c:29]1=[O:30].[CH3:1][n:2]1[c:3](=[O:15])[c:4]([C:12](=[O:13])[Cl:14])[cH:5][c:6]2[cH:7][cH:8][cH:9][cH:10][c:11]12.[CH:47]([N:48]([CH:49]([CH3:50])[CH3:51])[CH2:52][CH3:53])([CH3:54])[CH3:55].[Cl:31][C:32]([C:33]([Cl:34])=[O:35])=[O:36].[Cl:56][CH2:57][Cl:58].[ClH:37].[NH2:38][CH2:39][C:40](=[O:41])[O:42][C:43]([CH3:44])([CH3:45])[CH3:46]>>[CH3:1][n:2]1[c:3](=[O:15])[c:4]([C:12](=[O:13])[NH:38][CH2:39][C:40](=[O:41])[O:42][C:43]([CH3:44])([CH3:45])[CH3:46])[cH:5][c:6]2[cH:7][cH:8][cH:9][cH:10][c:11]12. Starting materials: [N+](=O)([O-])C1=CC(=C(C(=O)O)C=C1)C1=C(C=CC=C1)C (4-Nitro-2-(2-methylphenyl)benzoic acid), ON1N=NC2=C(C1=O)C=CC=C2 (3-hydroxy-1,2,3-benzotriazin-4(3H)-one), COC([C@@H](N)CCSC)=O (L-methionine methyl ester), Cl.C(C)N=C=NCCCN(C)C (ethyl dimethylaminopropyl carbodiimide hydrochloride). The product is COC([C@@H](NC(C1=C(C=C(C=C1)[N+](=O)[O-])C1=C(C=CC=C1)C)=O)CCSC)=O ([4-nitro-2-(2-methylphenyl)benzoyl]methionine methyl ester). Isolated yield 98.0%. RXN SMILES: [N+:1]([C:4]1[CH:12]=[CH:11][C:7]([C:8]([OH:10])=O)=[C:6]([C:13]2[CH:18]=[CH:17][CH:16]=[CH:15][C:14]=2[CH3:19])[CH:5]=1)([O-:3])=[O:2].[CH3:20][O:21][C:22](=[O:29])[C@H:23]([CH2:25][CH2:26][S:27][CH3:28])[NH2:24].Cl.C(N=C=NCCCN(C)C)C.ON1C(=O)C2C=CC=CC=2N=N1>>[CH3:20][O:21][C:22](=[O:29])[C@H:23]([CH2:25][CH2:26][S:27][CH3:28])[NH:24][C:8](=[O:10])[C:7]1[CH:11]=[CH:12][C:4]([N+:1]([O-:3])=[O:2])=[CH:5][C:6]=1[C:13]1[CH:18]=[CH:17][CH:16]=[CH:15][C:14]=1[CH3:19] |f:2.3|. Procedure: 4-Nitro-2-(2-methylphenyl)benzoic acid (2.31 g, 9 mmol), prepared as in Example 178B, was coupled with L-methionine methyl ester (1.0 eq) in the presence of ethyl dimethylaminopropyl carbodiimide hydrochloride (EDCI, 1.0 eq) and 3-hydroxy-1,2,3-benzotriazin-4(3H)-one (HOBT, 1.0 eq) to give [4-nitro-2-(2-methylphenyl)benzoyl]methionine methyl ester as a pale yellow oil (3.54 g, 98% yield); 1H NMR showed diastereomers due to restricted carbon-carbon bond rotation; 1H NMR (CDCl3) δ 8.26-8.30 (d, J=... Reactants: NC1=C(C=C(C=C1)B1OC(C)(C)C(C)(C)O1)OC (4-amino-3-methoxyphenylboronic acid pinacol ester), solution, C(C)[Mg]Cl (ethylmagnesium chloride), CN1C2=C(C=C1C(=O)OC)C=CS2 (Methyl 6-methyl-6H-thieno[2,3-b]pyrrole-5-carboxylate). Run in O1CCCC1 (tetrahydrofuran), O1CCCC1 (tetrahydrofuran), [Cl-].[Na+].O (brine). Product: COC1=C(C=CC(=C1)B1OC(C(O1)(C)C)(C)C)NC(=O)C1=CC2=C(N1C)SC=C2 (N-(2-methoxy-4-(4,4,5,5-tetramethyl-1,3,2-dioxaborolan-2-yl)phenyl)-6-methyl-6H-thieno[2,3-b]pyrrole-5-carboxamide). The yield is 32.5%. Reaction SMILES: [NH2:1][C:2]1[CH:7]=[CH:6][C:5]([B:8]2[O:16][C:13]([CH3:15])([CH3:14])[C:10]([CH3:12])([CH3:11])[O:9]2)=[CH:4][C:3]=1[O:17][CH3:18].C([Mg]Cl)C.[CH3:23][N:24]1[C:28]([C:29](OC)=[O:30])=[CH:27][C:26]2[CH:33]=[CH:34][S:35][C:25]1=2>O1CCCC1.[Cl-].[Na+].O>[CH3:18][O:17][C:3]1[CH:4]=[C:5]([B:8]2[O:9][C:10]([CH3:12])([CH3:11])[C:13]([CH3:14])([CH3:15])[O:16]2)[CH:6]=[CH:7][C:2]=1[NH:1][C:29]([C:28]1[N:24]([CH3:23])[C:25]2[S:35][CH:34]=[CH:33][C:26]=2[CH:27]=1)=[O:30] |f:4.5.6|. Reported procedure: To 4-amino-3-methoxyphenylboronic acid pinacol ester (1340 mg, 5.38 mmol) in tetrahydrofuran (20 ml) under a nitrogen atmosphere was added slowly a 2M solution of ethylmagnesium chloride in tetrahydrofuran (2.69 ml, 5.38 mmol) and the resulting solution was heated at reflux for one hour. Methyl 6-methyl-6H-thieno[2,3-b]pyrrole-5-carboxylate (500 mg, 2.56 mmol) was added and the reaction mixture was heated at reflux for 18 hours. The reaction mixture was cooled to room temperature and poured in b... Reactants: CCOc1cc(C(C)(C)C)ccc1C1=NC(C)(c2ccc(Cl)cc2)C(c2ccc(Cl)cc2)N1C(=O)Cl, CC(=O)N1CCNCC1. The product is CCOc1cc(C(C)(C)C)ccc1C1=NC(C)(c2ccc(Cl)cc2)C(c2ccc(Cl)cc2)N1C(=O)N1CCN(C(C)=O)CC1. As a reaction SMILES: [C:1]([CH3:2])([CH3:3])([CH3:4])[c:5]1[cH:6][c:7]([O:34][CH2:35][CH3:36])[c:8]([C:11]2=[N:15][C:14]([CH3:16])([c:17]3[cH:18][cH:19][c:20]([Cl:23])[cH:21][cH:22]3)[CH:13]([c:24]3[cH:25][cH:26][c:27]([Cl:30])[cH:28][cH:29]3)[N:12]2[C:31](=[O:32])[Cl:33])[cH:9][cH:10]1.[C:37]([CH3:38])(=[O:39])[N:40]1[CH2:41][CH2:42][NH:43][CH2:44][CH2:45]1>>[C:1]([CH3:2])([CH3:3])([CH3:4])[c:5]1[cH:6][c:7]([O:34][CH2:35][CH3:36])[c:8]([C:11]2=[N:15][C:14]([CH3:16])([c:17]3[cH:18][cH:19][c:20]([Cl:23])[cH:21][cH:22]3)[CH:13]([c:24]3[cH:25][cH:26][c:27]([Cl:30])[cH:28][cH:29]3)[N:12]2[C:31](=[O:32])[N:43]2[CH2:42][CH2:41][N:40]([C:37]([CH3:38])=[O:39])[CH2:45][CH2:44]2)[cH:9][cH:10]1.